From a dataset of the Open Reaction Database (ORD), a public repository of structured organic reaction records. describe an organic reaction: reactants, conditions, products, and yield Reactants: C(C(=O)Cl)(=O)Cl (oxalyl chloride), N=1C=C(N2C1C=CC=C2)C(=O)O (imidazo[1,2-a]pyridine-3-carboxylic acid), NC=1C=C(C#N)C=CC1C (3-amino-4-methylbenzonitrile). Run in ClC(C)Cl (dichloroethane), ClCCl (dichloromethane), CN(C)C=O (DMF), ClC(C)Cl (dichloroethane), N(CCC)(CCC)CC (Pr2NEt), CO (MeOH). The product is C(#N)C=1C=CC(=C(C1)NC(=O)C1=CN=C2N1C=CC=C2)C (N-(5-cyano-2-methylphenyl)imidazo[1,2-a]pyridine-3-carboxamide). Yield: 35.5%. Reaction SMILES: [N:1]1[CH:2]=[C:3]([C:10]([OH:12])=O)[N:4]2[CH:9]=[CH:8][CH:7]=[CH:6][C:5]=12.C(Cl)(=O)C(Cl)=O.[NH2:19][C:20]1[CH:21]=[C:22]([CH:25]=[CH:26][C:27]=1[CH3:28])[C:23]#[N:24]>ClCCl.CN(C=O)C.CO.ClC(Cl)C.N(CC)(CCC)CCC>[C:23]([C:22]1[CH:25]=[CH:26][C:27]([CH3:28])=[C:20]([NH:19][C:10]([C:3]2[N:4]3[CH:9]=[CH:8][CH:7]=[CH:6][C:5]3=[N:1][CH:2]=2)=[O:12])[CH:21]=1)#[N:24]. Procedure: To a suspension of imidazo[1,2-a]pyridine-3-carboxylic acid (1) (16.6 g, 102 mmol) in dichloromethane (300 mL) and DMF (0.5 mL) at 0° C. was added oxalyl chloride (45 mL, 510 mmol) dropwise over 10 minutes. The reaction was slowly warmed to room temperature and stirred until complete conversion was detected by LCMS in MeOH. The reaction was subsequently reduced to dryness and suspended in dichloroethane (100 mL) and was added to a solution of 3-amino-4-methylbenzonitrile (7) (15 g, 113 mmol) in ... The reactants are BrC=1C=C2C(OC1)C(SC2(C)C)O (3-bromo-5,6-dihydro-7-hydroxy-5,5-dimethyl -7H-thieno[3,4-b]pyran), C1(=CC=C(C=C1)S(=O)(=O)O)C (p-toluenesulfonic acid). Run in C1=CC=CC=C1 (benzene). The product is BrC=1C=C2C(OC1)=CSC2(C)C (3-Bromo-5,5-dimethyl-5H-thieno[3,4-b]pyran). RXN SMILES: [Br:1][C:2]1[CH:3]=[C:4]2[C:10]([CH3:12])([CH3:11])[S:9][CH:8](O)[CH:5]2[O:6][CH:7]=1.C1(C)C=CC(S(O)(=O)=O)=CC=1>C1C=CC=CC=1>[Br:1][C:2]1[CH:3]=[C:4]2[C:10]([CH3:12])([CH3:11])[S:9][CH:8]=[C:5]2[O:6][CH:7]=1. Procedure: A solution of 3-bromo-5,6-dihydro-7-hydroxy-5,5-dimethyl -7H-thieno[3,4-b]pyran (12.06 g, 45.8 mmol) and p-toluenesulfonic acid (0.26 g, 1.37 mmol) in benzene (300 mi) was heated to reflux for 3 h in an apparatus fitted with a Dean-Stark trap to remove water. The resultant solution was cooled to rt and filtered through a pad of silica gel and the silica gel was washed with dichloromethane; the organic solutions were combined. The solvent was evaporated in vacuo to give the product as a brown oil... Reactants: Cl.N[C@H](C(=O)OC)C ((S)-methyl 2-aminopropanoate hydrochloride), CCN(C(C)C)C(C)C (iPr2NEt), ClC1=NC(=CC(=N1)C(=O)OC)Cl (methyl 2,6-dichloropyrimidine-4-carboxylate). Run in C(C)#N (acetonitrile). Run at temperature 50 celsius. The product is ClC1=NC(=CC(=N1)C(=O)OC)N[C@H](C(=O)OC)C ((S)-methyl 2-chloro-6-((1-methoxy-1-oxopropan-2-yl)amino)pyrimidine-4-carboxylate). Isolated yield 61.3%. RXN SMILES: [Cl:1][C:2]1[N:7]=[C:6]([C:8]([O:10][CH3:11])=[O:9])[CH:5]=[C:4](Cl)[N:3]=1.Cl.[NH2:14][C@@H:15]([CH3:20])[C:16]([O:18][CH3:19])=[O:17].CCN(C(C)C)C(C)C>C(#N)C>[Cl:1][C:2]1[N:7]=[C:6]([C:8]([O:10][CH3:11])=[O:9])[CH:5]=[C:4]([NH:14][C@@H:15]([CH3:20])[C:16]([O:18][CH3:19])=[O:17])[N:3]=1 |f:1.2|. Reported procedure: To a mixture of methyl 2,6-dichloropyrimidine-4-carboxylate (5.175 g, 25.00 mmol) in acetonitrile (100 mL) was added (S)-methyl 2-aminopropanoate hydrochloride (3.497 g, 25.05 mmol) and iPr2NEt (9.6 mL, 55.1 mmol). The mixture was heated at 50° C. overnight then concentrated in vacuo. The residue was chromatographed over silica gel with 30-70% EtOAc in hexanes. The product fractions were evaporated in vacuo to yield (S)-methyl 2-chloro-6-((1-methoxy-1-oxopropan-2-yl)amino)pyrimidine-4-carboxylat... The reactants are C(C)(C)N(C(C)C)C(N(C(C)C)C(C)C)OP([O-])N (bis(N,N-diisopropylamino)methylphosphoramidite), N1N=NN=C1 (1H-tetrazole), C(C)#N (acetonitrile), NC1=NC(=C2N=CN(C2=N1)[C@H]1[C@]([C@@H]([C@H](O1)CO)O)(C)F)N1CCC1 ((2R,3R,4R,5R)-5-(2-amino-6-(azetidin-1-yl)-9H-purin-9-yl)-4-fluoro-2-(hydroxymethyl)-4-methyltetrahydrofuran-3-ol). Run in N1=CC=CC=C1 (pyridine). Conditions: time 17 hour. The product is P(O)(O)O.N1(CCC1)C1=C2N=CN(C2=NC(=N1)N)[C@H]1[C@]([C@@H]2OP(OC[C@H]2O1)OC)(C)F (6-Azetidin-1-yl-9-((4aR,6R,7R,7aR)-7-fluoro-2-methoxy-7-methyl-tetrahydrofuro[3,2-d][1,3,2]dioxaphosphinin-6-yl)-9H-purin-2-ylamine phosphite). Isolated yield 12.0%. Reaction SMILES: [NH2:1][C:2]1[N:10]=[C:9]2[C:5]([N:6]=[CH:7][N:8]2[C@@H:11]2[O:15][C@H:14]([CH2:16][OH:17])[C@@H:13]([OH:18])[C@:12]2([F:20])[CH3:19])=[C:4]([N:21]2[CH2:24][CH2:23][CH2:22]2)[N:3]=1.N1C=NN=N1.C(#N)C.C(N([CH:40]([O:48][P:49](N)[O-:50])N(C(C)C)C(C)C)C(C)C)(C)C>N1C=CC=CC=1>[P:49]([OH:50])([OH:15])[OH:48].[N:21]1([C:4]2[N:3]=[C:2]([NH2:1])[N:10]=[C:9]3[C:5]=2[N:6]=[CH:7][N:8]3[C@@H:11]2[O:15][C@H:14]3[C@@H:13]([O:18][P:49]([O:48][CH3:40])[O:17][CH2:16]3)[C@:12]2([F:20])[CH3:19])[CH2:24][CH2:23][CH2:22]1 |f:5.6|. Procedure: (2R,3R,4R,5R)-5-(2-Amino-6-azetidin-1-yl-purin-9-yl)-4-fluoro-2-hydroxymethyl-4-methyl-tetrahydro-furan-3-ol (14, 340 mg, 1.0 mmol) was dissolved in anhydrous pyridine (6 ml) at ambient temperature. A solution of 0.45 M 1H-tetrazole in acetonitrile (5.5 mL, 2.5 mmol) was added followed by bis(N,N-diisopropylamino)methylphosphoramidite (317 μL, 1.1 mmol). The mixture was stirred at ambient temperature for 17 h. The solvent was concentrated under reduced pressure and the residue was triturated wit... The reactants are [F-].C(CCC)[N+](CCCC)(CCCC)CCCC (Tetrabutylammonium floride), C(C)OC(C(C(=O)C1=CC2=CC=C(C=C2C=C1)O[Si](C)(C)C(C)(C)C)(C)C)=O (3-[6-(tert-butyl-dimethyl-silanyloxy)-naphthalen-2-yl]-2,2-dimethyl-3-oxo-propionic acid ethyl ester). Run in C1CCOC1 (THF), C1CCOC1 (THF), C(C)(=O)OCC (ethyl acetate). The product is C(C)OC(C(C(=O)C1=CC2=CC=C(C=C2C=C1)O)(C)C)=O (3-(6-Hydroxy-naphthalen-2-yl)-2,2-dimethyl-3-oxo-propionic acid ethyl ester). RXN SMILES: [F-].C([N+](CCCC)(CCCC)CCCC)CCC.[CH2:19]([O:21][C:22](=[O:46])[C:23]([CH3:45])([CH3:44])[C:24]([C:26]1[CH:35]=[CH:34][C:33]2[C:28](=[CH:29][CH:30]=[C:31]([O:36][Si](C(C)(C)C)(C)C)[CH:32]=2)[CH:27]=1)=[O:25])[CH3:20]>C1COCC1.C(OCC)(=O)C>[CH2:19]([O:21][C:22](=[O:46])[C:23]([CH3:45])([CH3:44])[C:24]([C:26]1[CH:35]=[CH:34][C:33]2[C:28](=[CH:29][CH:30]=[C:31]([OH:36])[CH:32]=2)[CH:27]=1)=[O:25])[CH3:20] |f:0.1|. Procedure: Tetrabutylammonium floride 1M in THF (78 mL, 78 mmol) was added to a solution of 3-[6-(tert-butyl-dimethyl-silanyloxy)-naphthalen-2-yl]-2,2-dimethyl-3-oxo-propionic acid ethyl ester (77.1 mmol) in THF (300 mL) at room temperature for 0.5 h. The reaction was taken up in ethyl acetate, washed with water (2×) and brine, dried over magnesium sulfate, and concentrated to give the 3-(6-Hydroxy-naphthalen-2-yl)-2,2-dimethyl-3-oxo-propionic acid ethyl ester as a crude oil. Starting materials: C[Mg]Cl (CH3MgCl), ( XI ), C(C1=CC=CC=C1)(=O)Cl (benzoic acid chloride). The product is (1-methyl-1-hydroxy) ethyl-3-cyclohexene, C1CC(CCC1)C(=O)Cl (3-cyclohexane carboxylic acid chloride). Reaction SMILES: [C:1]([Cl:9])(=[O:8])[C:2]1[CH:7]=[CH:6][CH:5]=[CH:4][CH:3]=1.C[Mg]Cl>>[CH2:4]1[CH2:5][CH2:6][CH2:7][CH:2]([C:1]([Cl:9])=[O:8])[CH2:3]1. Reported procedure: Compound of formula (XI) where all R5 s are H and R7 and R8 are methyl was prepared by reacting 4-PgO benzoic acid chloride, prepared as in the above paragraph, in a Grignard reaction with CH3MgCl in a procedure similar that employed in Example I for producing (1-methyl-1-hydroxy) ethyl-3-cyclohexene from 3-cyclohexane carboxylic acid chloride. The reactants are FC(C(=O)O)(F)F.FC(C(=O)O)(F)F.ClC=1C=NC=2NC=3C=CC=C(CCC4=C(C=CC(NC1N2)=C4)NC(CC4CCNCC4)=O)C3 (N-[6-chloro-2,4,8,22-tetraazatetracyclo[14.3.1.1(3,7).1(9,13)]docosa-1(20), 3(22),4,6,9(21),10,12,16,18-nonaen-12-yl]-2-piperidin-4-ylacetamide bis(trifluoroacetate)), C(C(C)C)(=O)Cl (isobutyryl chloride). Yields the product FC(C(=O)O)(F)F.ClC=1C=NC=2NC=3C=CC=C(CCC4=C(C=CC(NC1N2)=C4)NC(CC4CCN(CC4)C(C(C)C)=O)=O)C3 (N-[6-Chloro-2,4,8,22-tetraazatetracyclo[14.3.1.1(3,7).1(9,13)]docosa-1(20),3(22),4,6,9(21),10,12,16,18-nonaen-12-yl]-2-(1-isobutyrylpiperidin-4-yl)acetamide trifluoroacetate). Isolated yield 41.0%. As a reaction SMILES: [F:1][C:2]([F:7])([F:6])[C:3]([OH:5])=[O:4].FC(F)(F)C(O)=O.[Cl:15][C:16]1[CH:17]=[N:18][C:19]2[NH:20][C:21]3[CH:22]=[CH:23][CH:24]=[C:25]([CH:47]=3)[CH2:26][CH2:27][C:28]3[CH:36]=[C:32]([NH:33][C:34]=1[N:35]=2)[CH:31]=[CH:30][C:29]=3[NH:37][C:38](=[O:46])[CH2:39][CH:40]1[CH2:45][CH2:44][NH:43][CH2:42][CH2:41]1.[C:48](Cl)(=[O:52])[CH:49]([CH3:51])[CH3:50]>>[F:1][C:2]([F:7])([F:6])[C:3]([OH:5])=[O:4].[Cl:15][C:16]1[CH:17]=[N:18][C:19]2[NH:20][C:21]3[CH:22]=[CH:23][CH:24]=[C:25]([CH:47]=3)[CH2:26][CH2:27][C:28]3[CH:36]=[C:32]([NH:33][C:34]=1[N:35]=2)[CH:31]=[CH:30][C:29]=3[NH:37][C:38](=[O:46])[CH2:39][CH:40]1[CH2:45][CH2:44][N:43]([C:48](=[O:52])[CH:49]([CH3:51])[CH3:50])[CH2:42][CH2:41]1 |f:0.1.2,4.5|. Reported procedure: The desired compound was prepared according to the procedure of Example A20, using N-[6-chloro-2,4,8,22-tetraazatetracyclo[14.3.1.1(3,7).1(9,13)]docosa-1(20), 3(22),4,6,9(21),10,12,16,18-nonaen-12-yl]-2-piperidin-4-ylacetamide bis(trifluoroacetate) and isobutyryl chloride as starting materials in 41% yield. 1H NMR (300 MHz, DMSO-d6): δ 9.45 (s, 1H), 9.38 (s, 1H), 9.31 (s, 1H), 8.12 (s, 1H), 7.98 (s, 1H), 7.73 (s, 1H), 7.21 (d, 1H), 7.04 (m, 2H), 6.87 (d, 1H), 6.78 (d, 1H), 4.40 (m, 2H), 3.95 (m,...